This data is from the Open Reaction Database (ORD), a public repository of structured organic reaction records. The task is: describe an organic reaction: reactants, conditions, products, and yield Starting materials: C1(=CC=CS1)C(=O)C1C(NC2=CN=CC=C12)=O (3-(2-thenoyl)-6-azaoxindole), C1(=CC=CS1)C(=O)C1C(NC2=CN=CC=C12)=O (3-(2-thenoyl)-6-azaoxindole), C(=NS(=O)(=O)Cl)=O (N-chlorosulfonyl isocyanate). The solvent is C(C)#N (acetonitrile). The product is C1(=CC=CS1)C(=O)C1C(N(C2=CN=CC=C12)C(=O)N)=O (3-(2-Thenoyl)-6-azaoxindole-1-carboxamide). RXN SMILES: [C:1]1([C:6]([CH:8]2[C:16]3[C:11](=[CH:12][N:13]=[CH:14][CH:15]=3)[NH:10][C:9]2=[O:17])=[O:7])[S:5][CH:4]=[CH:3][CH:2]=1.[C:18](=[O:24])=[N:19]S(Cl)(=O)=O>C(#N)C>[C:1]1([C:6]([CH:8]2[C:16]3[C:11](=[CH:12][N:13]=[CH:14][CH:15]=3)[N:10]([C:18]([NH2:19])=[O:24])[C:9]2=[O:17])=[O:7])[S:5][CH:4]=[CH:3][CH:2]=1. Reported procedure: The title compound was prepared from 3-(2-thenoyl)-6-azaoxindole (Example 38) according to the procedure of Example 2C, using 3-(2-thenoyl)-6-azaoxindole (3.09 g, 12.6 mmol), N-chlorosulfonyl isocyanate (1.2 mL, 13.8 mmol) and acetonitrile (60 mL). Reaction time: 31/2 hours.